Dataset: the Open Reaction Database (ORD), a public repository of structured organic reaction records. Task: describe an organic reaction: reactants, conditions, products, and yield The reactants are [H-].[Na+] (sodium hydride), COC(C(C1=CC=C(C=C1)O)=O)=O (4-hydroxy-alpha-oxobenzeneacetic acid methyl ester), BrCCCCCOC1=CC=CC=C1 ((5-bromopentoxy)benzene). Solvent: CN(C=O)C (dimethylformamide). Run at temperature 60 celsius, time 15 minute. The product is COC(C(C1=CC=C(C=C1)OCCCCCOC1=CC=CC=C1)=O)=O (alpha-oxo-4-[[(5-phenoxy)pentyl]oxy]benzeneacetic acid methyl ester). Reaction SMILES: [CH3:1][O:2][C:3](=[O:13])[C:4](=[O:12])[C:5]1[CH:10]=[CH:9][C:8]([OH:11])=[CH:7][CH:6]=1.[H-].[Na+].Br[CH2:17][CH2:18][CH2:19][CH2:20][CH2:21][O:22][C:23]1[CH:28]=[CH:27][CH:26]=[CH:25][CH:24]=1>CN(C)C=O>[CH3:1][O:2][C:3](=[O:13])[C:4](=[O:12])[C:5]1[CH:10]=[CH:9][C:8]([O:11][CH2:17][CH2:18][CH2:19][CH2:20][CH2:21][O:22][C:23]2[CH:28]=[CH:27][CH:26]=[CH:25][CH:24]=2)=[CH:7][CH:6]=1 |f:1.2|. Procedure details: A stirred mixture of 4-hydroxy-alpha-oxobenzeneacetic acid methyl ester (0.724 g) in dimethylformamide (10 mL) under argon was treated with 55% sodium hydride (0.175 g), stirred for 15 minutes and treated with (5-bromopentoxy)benzene (1.4 g). The mixture was heated at 60° C. overnight and worked up as in Example 20. The material from dichloromethane extraction was purified by HPLC (dichloromethane-hexane; 4:1) to provide 0.9 g of analytically pure alpha-oxo-4-[[(5-phenoxy)pentyl]oxy]benzeneaceti... The reactants are product, C(C1=CC=CC=C1)(=O)Cl (benzoylchloride), [OH-].[Na+] (sodium hydroxide), [OH-].[Na+] (sodium hydroxide), C1(CCCCC1)C(=O)Cl (cyclohexanecarbonylchloride), [OH-].[Na+] (sodium hydroxide), Cl.C(C)(C)(C)NN (t-butylhydrazine hydrochloride). The solvent is C1(=CC=CC=C1)C (toluene), CCCCCC (hexane), CCCCCC (hexane), C1(=CC=CC=C1)C (toluene). Reaction conditions: temperature 5 celsius, time 15 minute. The product is C(C)(C)(C)N(NC(=O)C1CCCCC1)C(C1=CC=CC=C1)=O (N'-t-butyl-N-cyclohexylcarbonyl-N'-benzoylhydrazine). Reaction SMILES: Cl.[C:2]([NH:6][NH2:7])([CH3:5])([CH3:4])[CH3:3].[OH-].[Na+].[CH:10]1([C:16](Cl)=[O:17])[CH2:15][CH2:14][CH2:13][CH2:12][CH2:11]1.[C:19](Cl)(=[O:26])[C:20]1[CH:25]=[CH:24][CH:23]=[CH:22][CH:21]=1>C1(C)C=CC=CC=1.CCCCCC>[C:2]([N:6]([C:19](=[O:26])[C:20]1[CH:25]=[CH:24][CH:23]=[CH:22][CH:21]=1)[NH:7][C:16]([CH:10]1[CH2:15][CH2:14][CH2:13][CH2:12][CH2:11]1)=[O:17])([CH3:5])([CH3:4])[CH3:3] |f:0.1,2.3|. Reported procedure: To a stirred suspension of t-butylhydrazine hydrochloride (2.0 g, 0.016M) in toluene (30 ml) was added 50% sodium hydroxide (1.3 g, 0.016M). After 15 minutes, the mixture was cooled to 5° C. and cyclohexanecarbonylchloride (2.4 g, 0.016M) and 50% sodium hydroxide (1.3 g, 0.016M) were added separately and simultaneously so as to maintain the reaction temperature below 10° C. After the addition, the reaction mixture was allowed to warm to room temperature and stirred for 1 hour. The mixture was di... Starting materials: [OH-].[Na+] (sodium hydroxide), C(C1=CC=CC=C1)=O (benzaldehyde), C1(=CC=CC=C1)C1C(CCCC1)=O (2-phenylcyclohexanone). Run in C(C)O (ethanol). Reaction conditions: time 8 hour. Yields the product C1(=CC=CC=C1)C1C(C(CCC1)=CC1=CC=CC=C1)=O (2-Phenyl-6-(phenylmethylene)cyclohexanone). RXN SMILES: [C:1]1([CH:7]2[CH2:12][CH2:11][CH2:10][CH2:9][C:8]2=[O:13])[CH:6]=[CH:5][CH:4]=[CH:3][CH:2]=1.[OH-].[Na+].[CH:16](=O)[C:17]1[CH:22]=[CH:21][CH:20]=[CH:19][CH:18]=1>C(O)C>[C:1]1([CH:7]2[CH2:12][CH2:11][CH2:10][C:9](=[CH:16][C:17]3[CH:22]=[CH:21][CH:20]=[CH:19][CH:18]=3)[C:8]2=[O:13])[CH:6]=[CH:5][CH:4]=[CH:3][CH:2]=1 |f:1.2|. Procedure: A solution of 60.0 g of 2-phenylcyclohexanone in 400 ml of ethanol is stirred and treated with 160 ml of 15% aqueous sodium hydroxide and 53.0 g of benzaldehyde. The resulting solution is stirred at room temperature and the product begins to separate from solution as an oil after 30 minutes. The mixture is seeded with crystalline material and allowed to stand overnight at room temperature. The resulting slurry is poured onto 1.5 liters of ice-water, allowed to stand at room temperature for 2 hou... Reported procedure: Prepared as described for the synthesis of [2-(3-cyclohexyl-3-phenethyl-ureido)-thiazol-5-ylsulfanyl]-acetic acid using isovaleraldehyde, butylamine and (2-amino-thiazol-5-ylsulfanyl)-acetic acid ethyl ester. RXN SMILES: [CH:1]1([N:7]([CH2:21][CH2:22][C:23]2[CH:28]=CC=C[CH:24]=2)[C:8](=[O:20])[NH:9][C:10]2[S:11][C:12]([S:15][CH2:16][C:17]([OH:19])=[O:18])=[CH:13][N:14]=2)CC[CH2:4][CH2:3][CH2:2]1.C(=O)CC(C)C.C(N)CCC.C(OC(=O)CSC1SC(N)=NC=1)C>>[CH2:1]([N:7]([CH2:21][CH2:22][CH:23]([CH3:24])[CH3:28])[C:8](=[O:20])[NH:9][C:10]1[S:11][C:12]([S:15][CH2:16][C:17]([OH:19])=[O:18])=[CH:13][N:14]=1)[CH2:2][CH2:3][CH3:4]. Product: C(CCC)N(C(NC=1SC(=CN1)SCC(=O)O)=O)CCC(C)C ({2-[3-Butyl-3-(3-methyl-butyl)-ureido]-thiazol-5-ylsulfanyl}-acetic acid). The reactants are C1(CCCCC1)N(C(NC=1SC(=CN1)SCC(=O)O)=O)CCC1=CC=CC=C1 ([2-(3-cyclohexyl-3-phenethyl-ureido)-thiazol-5-ylsulfanyl]-acetic acid), C(C)OC(CSC1=CN=C(S1)N)=O ((2-amino-thiazol-5-ylsulfanyl)-acetic acid ethyl ester), C(CC(C)C)=O (isovaleraldehyde), C(CCC)N (butylamine). As a reaction SMILES: [Br:1][CH2:2][CH2:3][CH2:4][CH2:5][CH2:6][CH2:7][CH2:8][CH2:9][CH2:10][CH2:11][CH2:12][CH2:13][CH2:14][CH2:15][CH2:16][CH3:17].[CH2:18]=[C:19]([CH2:20][OH:21])[CH2:22][OH:23].[CH2:26]([N:27]([CH2:28][CH3:29])[CH:30]=[O:31])[CH3:32].[H-:24].[Na+:25]>>[CH2:2]([CH2:3][CH2:4][CH2:5][CH2:6][CH2:7][CH2:8][CH2:9][CH2:10][CH2:11][CH2:12][CH2:13][CH2:14][CH2:15][CH2:16][CH3:17])[O:21][CH2:20][C:19](=[CH2:18])[CH2:22][OH:23]. The reactants are CCCCCCCCCCCCCCCCBr, C=C(CO)CO, CCN(C=O)CC, [H-], [Na+]. Product: C=C(CO)COCCCCCCCCCCCCCCCC. Reactants: OCCOCc1ccccc1, CN(C)C=O, [H-], Nc1cc(Cl)ccc1[N+](=O)[O-], [Na+], O. Product: Nc1cc(OCCOCc2ccccc2)ccc1[N+](=O)[O-]. As a reaction SMILES: [CH2:1]([c:2]1[cH:3][cH:4][cH:5][cH:6][cH:7]1)[O:8][CH2:9][CH2:10][OH:11].[CH3:12][N:13]([CH3:14])[CH:15]=[O:16].[H-:17].[NH2:19][c:20]1[c:21]([N+:27](=[O:28])[O-:29])[cH:22][cH:23][c:24]([Cl:26])[cH:25]1.[Na+:18].[OH2:30]>>[CH2:1]([c:2]1[cH:3][cH:4][cH:5][cH:6][cH:7]1)[O:8][CH2:9][CH2:10][O:11][c:24]1[cH:23][cH:22][c:21]([N+:27](=[O:28])[O-:29])[c:20]([NH2:19])[cH:25]1.